Dataset: the Open Reaction Database (ORD), a public repository of structured organic reaction records. Task: describe an organic reaction: reactants, conditions, products, and yield Yields the product BrC1=CC(=C(C=C1)C(C(F)(F)F)=NO)O (1-(4-Bromo-2-hydroxy-phenyl)-2,2,2-trifluoro-ethanone oxime). Solvent: CO (MeOH), CO (MeOH). Starting materials: ice water, C(C)(=O)[O-].[Na+] (sodium acetate), Cl.NO (hydroxylamine hydrochloride), BrC1=CC(=C(C=C1)C(C(F)(F)F)=O)O (1-(4-bromo-2-hydroxy-phenyl)-2,2,2-trifluoro-ethanone). Conditions: temperature 64 celsius. Reaction SMILES: C([O-])(=O)C.[Na+].Cl.[NH2:7][OH:8].[Br:9][C:10]1[CH:15]=[CH:14][C:13]([C:16](=O)[C:17]([F:20])([F:19])[F:18])=[C:12]([OH:22])[CH:11]=1>CO>[Br:9][C:10]1[CH:15]=[CH:14][C:13]([C:16](=[N:7][OH:8])[C:17]([F:20])([F:19])[F:18])=[C:12]([OH:22])[CH:11]=1 |f:0.1,2.3|. Procedure details: To a round bottom flask were added sodium acetate (9.46 g, 115 mmol), hydroxylamine hydrochloride (7.09 g, 102 mmol) and MeOH (10 mL). To this mixture was added a solution consisting of 1-(4-bromo-2-hydroxy-phenyl)-2,2,2-trifluoro-ethanone (2.5 g, 9.3 mmol) and MeOH (62 mL). The reaction vessel was heated at 64° C. for 7 h before cooling to rt and pouring the reaction mixture into ice water (100 mL). The aqueous solution was then extracted with EtOAc (75 mL×2) and the organic layers dried (Na2SO...